This data is from the Open Reaction Database (ORD), a public repository of structured organic reaction records. The task is: describe an organic reaction: reactants, conditions, products, and yield Reactants: C(C)(=O)N(S(=O)(=O)C1=CC=C(C=C1)N1N=C(C=2CCC3=C(C12)C=C(C=C3)NC(C3=C(C=CC=C3)Cl)=O)C(=O)N)CC=C (1-(4-{[acetyl(allyl)amino]sulfonyl}phenyl)-8-[(2-chlorobenzoyl)amino]-4,5-dihydro-1H-benzo[g]indazole-3-carboxamide). The solvent is solution, [OH-].[Na+] (NaOH), CCO (EtOH). Run at time 8 hour. Yields the product C(C=C)NS(=O)(=O)C1=CC=C(C=C1)N1N=C(C=2CCC3=C(C12)C=C(C=C3)NC(C3=C(C=CC=C3)Cl)=O)C(=O)N (1-{4-[(allylamino)sulfonyl]phenyl}-8-[(2-chlorobenzoyl)amino]-4,5-dihydro-1H-benzo[g]indazole-3-carboxamide). The yield is 62.3%. As a reaction SMILES: C([N:4]([CH2:40][CH:41]=[CH2:42])[S:5]([C:8]1[CH:13]=[CH:12][C:11]([N:14]2[C:22]3[C:21]4[CH:23]=[C:24]([NH:27][C:28](=[O:36])[C:29]5[CH:34]=[CH:33][CH:32]=[CH:31][C:30]=5[Cl:35])[CH:25]=[CH:26][C:20]=4[CH2:19][CH2:18][C:17]=3[C:16]([C:37]([NH2:39])=[O:38])=[N:15]2)=[CH:10][CH:9]=1)(=[O:7])=[O:6])(=O)C>[OH-].[Na+].CCO>[CH2:40]([NH:4][S:5]([C:8]1[CH:9]=[CH:10][C:11]([N:14]2[C:22]3[C:21]4[CH:23]=[C:24]([NH:27][C:28](=[O:36])[C:29]5[CH:34]=[CH:33][CH:32]=[CH:31][C:30]=5[Cl:35])[CH:25]=[CH:26][C:20]=4[CH2:19][CH2:18][C:17]=3[C:16]([C:37]([NH2:39])=[O:38])=[N:15]2)=[CH:12][CH:13]=1)(=[O:7])=[O:6])[CH:41]=[CH2:42] |f:1.2|. Procedure: A solid of 1-(4-{[acetyl(allyl)amino]sulfonyl}phenyl)-8-[(2-chlorobenzoyl)amino]-4,5-dihydro-1H-benzo[g]indazole-3-carboxamide (360 mg, 0.6 mmol) was dissolved in 0.5 N solution of NaOH in EtOH (10 mL) and stirred at room temperature for overnight. The mixture was concentrated. It was purified by HPLC to give the desired compound (210 mg, 62%.) IKK-2 resin IC50≦1 μM. Starting materials: CC(C)(C)OC(=O)N1CC2CN(c3cncc(C(=O)O)n3)CC2C1, NCCc1ccccc1, CCN=C=NCCCN(C)C, CN(C)c1ccncc1, ClCCl, On1nnc2ccccc21. Yields the product CC(C)(C)OC(=O)N1CC2CN(c3cncc(C(=O)NCCc4ccccc4)n3)CC2C1. Reaction SMILES: [C:1]([CH3:2])([CH3:3])([CH3:4])[O:5][C:6](=[O:7])[N:8]1[CH2:9][CH:10]2[CH:11]([CH2:12]1)[CH2:13][N:14]([c:16]1[cH:17][n:18][cH:19][c:20]([C:22](=[O:23])[OH:24])[n:21]1)[CH2:15]2.[CH2:25]([CH2:26][c:27]1[cH:28][cH:29][cH:30][cH:31][cH:32]1)[NH2:33].[CH3:34][CH2:35][N:36]=[C:37]=[N:38][CH2:39][CH2:40][CH2:41][N:42]([CH3:43])[CH3:44].[CH3:55][N:56]([c:57]1[cH:58][cH:59][n:60][cH:61][cH:62]1)[CH3:63].[Cl:64][CH2:65][Cl:66].[OH:45][n:46]1[c:47]2[c:48]([cH:49][cH:50][cH:51][cH:52]2)[n:53][n:54]1>>[C:1]([CH3:2])([CH3:3])([CH3:4])[O:5][C:6](=[O:7])[N:8]1[CH2:9][CH:10]2[CH:11]([CH2:12]1)[CH2:13][N:14]([c:16]1[cH:17][n:18][cH:19][c:20]([C:22](=[O:23])[NH:33][CH2:25][CH2:26][c:27]3[cH:28][cH:29][cH:30][cH:31][cH:32]3)[n:21]1)[CH2:15]2. Solvent: CN(C)C=O (DMF). Conditions: temperature 50 celsius, time 20 minute. Starting materials: CC(C)([O-])C.[K+] (potassium tert-butoxide), CN1C=CC2=CC=CC(=C12)CC(=O)N (2-(1-methyl-1H-indol-7-yl)acetamide), CC=1C=C2C(=CNC2=CC1)C(C(=O)OC)=O (methyl 2-(5-methyl-1H-indol-3-yl)oxoacetate), solution, CC(C)([O-])C.[K+] (potassium tert-butoxide), C1CCOC1 (THF). As a reaction SMILES: [CH3:1][N:2]1[C:10]2[C:5](=[CH:6][CH:7]=[CH:8][C:9]=2[CH2:11][C:12]([NH2:14])=[O:13])[CH:4]=[CH:3]1.[CH3:15][C:16]1[CH:17]=[C:18]2[C:22](=[CH:23][CH:24]=1)[NH:21][CH:20]=[C:19]2[C:25](=O)[C:26](OC)=[O:27].CC(C)([O-])C.[K+].C1COCC1>CN(C=O)C>[CH3:15][C:16]1[CH:17]=[C:18]2[C:22](=[CH:23][CH:24]=1)[NH:21][CH:20]=[C:19]2[C:25]1[C:26](=[O:27])[NH:14][C:12](=[O:13])[C:11]=1[C:9]1[CH:8]=[CH:7][CH:6]=[C:5]2[C:10]=1[N:2]([CH3:1])[CH:3]=[CH:4]2 |f:2.3|. Yields the product EtOAc hexanes, CC=1C=C2C(=CNC2=CC1)C=1C(NC(C1C=1C=CC=C2C=CN(C12)C)=O)=O (3-(5-Methyl-1H-indol-3-yl)-4-(1-methyl-1H-indol-7-yl)pyrrole-2,5-dione). Isolated yield 64.3%. Reported procedure: To a solution of 2-(1-methyl-1H-indol-7-yl)acetamide (260 mg, 1.4 mmol) and methyl 2-(5-methyl-1H-indol-3-yl)oxoacetate (300 mg, 1.4 mmol) in DMF (5.4 mL) was added a 1.0 M solution of potassium tert-butoxide in THF (1.4 mL, 1.4 mmol) at 4° C. under N2. The reaction was stirred for 20 min, and additional potassium tert-butoxide (1.0 M, 2.8 mL, 2.8 mmol) was added. The resulting dark purple solution was heated to 50° C. and stirred over night. The mixture was cooled to 4° C. and quenched with 1.0... Reactants: [BH4-], C1CCOC1, COC(=O)Cl, CCOCC, Cl, [Na+], O=C(O)c1cccc2c1OCC2, O=[Cr](=O)([O-])Cl, O, c1cc[nH+]cc1. Product: O=Cc1cccc2c1OCC2. As a reaction SMILES: [BH4-:18].[CH2:32]1[O:33][CH2:34][CH2:35][CH2:36]1.[CH3:13][O:14][C:15]([Cl:16])=[O:17].[CH3:38][CH2:39][O:40][CH2:41][CH3:42].[ClH:20].[Na+:19].[O:1]1[CH2:2][CH2:3][c:4]2[c:5]1[c:6]([C:10](=[O:11])[OH:12])[cH:7][cH:8][cH:9]2.[O:21]=[Cr:22]([Cl:23])([O-:24])=[O:25].[OH2:37].[nH+:26]1[cH:27][cH:28][cH:29][cH:30][cH:31]1>>[O:1]1[CH2:2][CH2:3][c:4]2[c:5]1[c:6]([CH:10]=[O:11])[cH:7][cH:8][cH:9]2.